From a dataset of the Open Reaction Database (ORD), a public repository of structured organic reaction records. describe an organic reaction: reactants, conditions, products, and yield The reactants are C1CCOC1, CCCc1cnc(-c2ccc(CCc3cc(F)cc(F)c3)cc2)nc1, [Li]CCCC, CN(C)CCN(C)C, CCOCC, O. The product is CCCc1cnc(-c2ccc(CCc3cc(F)c(C#N)c(F)c3)cc2)nc1. As a reaction SMILES: [CH2:40]1[O:41][CH2:42][CH2:43][CH2:44]1.[CH2:6]([CH2:7][CH3:8])[c:9]1[cH:10][n:11][c:12](-[c:15]2[cH:16][cH:17][c:18]([CH2:21][CH2:22][c:23]3[cH:24][c:25]([F:30])[cH:26][c:27]([F:29])[cH:28]3)[cH:19][cH:20]2)[n:13][cH:14]1.[CH3:1][CH2:2][CH2:3][CH2:4][Li:5].[CH3:31][N:32]([CH3:33])[CH2:34][CH2:35][N:36]([CH3:37])[CH3:38].[CH3:45][CH2:46][O:47][CH2:48][CH3:49].[OH2:39]>>[CH2:6]([CH2:7][CH3:8])[c:9]1[cH:10][n:11][c:12](-[c:15]2[cH:16][cH:17][c:18]([CH2:21][CH2:22][c:23]3[cH:24][c:25]([F:30])[c:26]([C:31]#[N:32])[c:27]([F:29])[cH:28]3)[cH:19][cH:20]2)[n:13][cH:14]1. Starting materials: C(C)(C)N(CCNC1=C(C(N(C2=CC=CC=C12)C1=CC=CC=C1)=O)C(=O)OCC)C(C)C (ethyl 4-(2-diisopropylaminoethylamino)-2-oxo-1-phenyl-1,2-dihydroquinoline-3-carboxylate), [OH-].[K+] (potassium hydroxide), ice water. The solvent is O (water), CS(=O)C (dimethylsulfoxide). Yields the product C(C)(C)N(CCNC1=CC(N(C2=CC=CC=C12)C1=CC=CC=C1)=O)C(C)C (4-(2-diisopropylaminoethylamino)-1-phenyl-1,2-dihydroquinolin-2-one). Isolated yield 71.5%. Reaction SMILES: [CH:1]([N:4]([CH:30]([CH3:32])[CH3:31])[CH2:5][CH2:6][NH:7][C:8]1[C:17]2[C:12](=[CH:13][CH:14]=[CH:15][CH:16]=2)[N:11]([C:18]2[CH:23]=[CH:22][CH:21]=[CH:20][CH:19]=2)[C:10](=[O:24])[C:9]=1C(OCC)=O)([CH3:3])[CH3:2].[OH-].[K+]>CS(C)=O.O>[CH:30]([N:4]([CH:1]([CH3:3])[CH3:2])[CH2:5][CH2:6][NH:7][C:8]1[C:17]2[C:12](=[CH:13][CH:14]=[CH:15][CH:16]=2)[N:11]([C:18]2[CH:19]=[CH:20][CH:21]=[CH:22][CH:23]=2)[C:10](=[O:24])[CH:9]=1)([CH3:31])[CH3:32] |f:1.2|. Procedure details: Dissolved in 50 ml of dimethylsulfoxide were 1.31 g (3 mmol) of ethyl 4-(2-diisopropylaminoethylamino)-2-oxo-1-phenyl-1,2-dihydroquinoline-3-carboxylate (Compound No. 7), followed by the addition of a solution of 0.68 g (10 mmol) of potassium hydroxide in 6 ml of water. They were reacted at 60° C. for 4 hours. The reaction mixture was poured into ice water, and the resulting precipitate was collected by filtration, washed with water and then dried. The resulting powder was dissolved in chlorofor... Starting materials: C1CCNC1, ClCCCOc1ccc(-c2nnc(CSCCOc3ccccc3)o2)cc1. The product is c1ccc(OCCSCc2nnc(-c3ccc(OCCCN4CCCC4)cc3)o2)cc1. RXN SMILES: [CH2:28]1[CH2:29][CH2:30][NH:31][CH2:32]1.[Cl:1][CH2:2][CH2:3][CH2:4][O:5][c:6]1[cH:7][cH:8][c:9](-[c:12]2[o:13][c:14]([CH2:17][S:18][CH2:19][CH2:20][O:21][c:22]3[cH:23][cH:24][cH:25][cH:26][cH:27]3)[n:15][n:16]2)[cH:10][cH:11]1>>[CH2:2]([CH2:3][CH2:4][O:5][c:6]1[cH:7][cH:8][c:9](-[c:12]2[o:13][c:14]([CH2:17][S:18][CH2:19][CH2:20][O:21][c:22]3[cH:23][cH:24][cH:25][cH:26][cH:27]3)[n:15][n:16]2)[cH:10][cH:11]1)[N:31]1[CH2:30][CH2:29][CH2:28][CH2:32]1. Starting materials: COC=1C=C(N)C=CC1 (3-methoxyaniline), ClCC(=O)OC (methyl chloroacetate), O.O.O.C(C)(=O)[O-].[Na+] (sodium acetate trihydrate), CO (methanol). Solvent: O (water). Yields the product COC(CNC1=CC(=CC=C1)OC)=O (N-(3-Methoxyphenyl)glycine methyl ester). As a reaction SMILES: [CH3:1][O:2][C:3]1[CH:4]=[C:5]([CH:7]=[CH:8][CH:9]=1)[NH2:6].Cl[CH2:11][C:12]([O:14][CH3:15])=[O:13].O.O.O.C([O-])(=O)C.[Na+].CO>O>[CH3:15][O:14][C:12](=[O:13])[CH2:11][NH:6][C:5]1[CH:7]=[CH:8][CH:9]=[C:3]([O:2][CH3:1])[CH:4]=1 |f:2.3.4.5.6|. Procedure details: A mixture of 3-methoxyaniline (61.6 g), methyl chloroacetate (44 ml), sodium acetate trihydrate (114 g) and methanol (70 ml) was heated under reflux for 18 h. The mixture was poured into water (500 ml) and extracted with dichloromethane (3×250 ml). The combined, dried organic extracts were evaporated and the residue was treated with 10% concentrated sulphuric acid in methanol (250 ml). After 3 h the solution was poured carefully into 8% sodium bicarbonate (1200 ml) and partitioned with ether (4×... Reactants: CC(C)(C)OC(=O)N1CCC(Oc2nn(-c3ccc(Cl)cc3)c3ccccc23)CC1, CC(C)(C)OC(=O)N1CCC(OS(C)(=O)=O)CC1, Oc1nn(-c2ccccc2F)c2cccc(F)c12, CN(C)C=O. The product is CC(C)(C)OC(=O)N1CCC(Oc2nn(-c3ccccc3F)c3cccc(F)c23)CC1. Reaction SMILES: [C:1]([CH3:2])([CH3:3])([CH3:4])[O:5][C:6](=[O:7])[N:8]1[CH2:9][CH2:10][CH:11]([O:14][c:15]2[c:16]3[c:17]([cH:18][cH:19][cH:20][cH:21]3)[n:22](-[c:23]3[cH:24][cH:25][c:26]([Cl:27])[cH:28][cH:29]3)[n:30]2)[CH2:12][CH2:13]1.[C:49]([O:50][C:51]([N:52]1[CH2:53][CH2:54][CH:55]([O:56][S:57]([CH3:58])(=[O:59])=[O:60])[CH2:61][CH2:62]1)=[O:63])([CH3:64])([CH3:65])[CH3:66].[F:31][c:32]1[c:33]2[c:34]([OH:48])[n:35][n:36](-[c:41]3[c:42]([F:47])[cH:43][cH:44][cH:45][cH:46]3)[c:37]2[cH:38][cH:39][cH:40]1.[O:67]=[CH:68][N:69]([CH3:70])[CH3:71]>>[C:1]([CH3:2])([CH3:3])([CH3:4])[O:5][C:6](=[O:7])[N:8]1[CH2:9][CH2:10][CH:11]([O:48][c:34]2[c:33]3[c:32]([F:31])[cH:40][cH:39][cH:38][c:37]3[n:36](-[c:41]3[c:42]([F:47])[cH:43][cH:44][cH:45][cH:46]3)[n:35]2)[CH2:12][CH2:13]1. The reactants are CC(C)(C)OC(=O)NC(C(=O)N1CCC2C1C(COc1ccc(F)c(F)c1)CN2C(=O)OCc1ccccc1)C(C)(C)C, ClCCl, O=C(O)C(F)(F)F. Yields the product CC(C)(C)C(N)C(=O)N1CCC2C1C(COc1ccc(F)c(F)c1)CN2C(=O)OCc1ccccc1. RXN SMILES: [CH2:1]([c:2]1[cH:3][cH:4][cH:5][cH:6][cH:7]1)[O:8][C:9](=[O:10])[N:11]1[CH:12]2[CH:13]([CH:14]([CH2:16][O:17][c:18]3[cH:19][c:20]([F:25])[c:21]([F:24])[cH:22][cH:23]3)[CH2:15]1)[N:26]([C:29]([CH:30]([C:31]([CH3:32])([CH3:33])[CH3:34])[NH:35][C:36]([O:37][C:38]([CH3:39])([CH3:40])[CH3:41])=[O:42])=[O:43])[CH2:27][CH2:28]2.[Cl:51][CH2:52][Cl:53].[F:44][C:45]([F:46])([F:47])[C:48]([OH:49])=[O:50]>>[CH2:1]([c:2]1[cH:3][cH:4][cH:5][cH:6][cH:7]1)[O:8][C:9](=[O:10])[N:11]1[CH:12]2[CH:13]([CH:14]([CH2:16][O:17][c:18]3[cH:19][c:20]([F:25])[c:21]([F:24])[cH:22][cH:23]3)[CH2:15]1)[N:26]([C:29]([CH:30]([C:31]([CH3:32])([CH3:33])[CH3:34])[NH2:35])=[O:43])[CH2:27][CH2:28]2. Starting materials: ClC1=C(C=CC=C1)S(=O)(=O)[C@@H]1C[C@H](N(C1)C(=O)C1(CC1)C1=NC=C(C=C1F)Cl)C(=O)O ((2S,4R)-4-(2-Chloro-benzenesulfonyl)-1-[1-(5-chloro-3-fluoro-pyridin-2-yl)-cyclopropanecarbonyl]-pyrrolidine-2-carboxylic acid), C(CCC)NC(C([C@H](CC)N)=O)=O ((S)-3-Amino-2-oxo-pentanoic acid butylamide). The product is C(CCC)NC(C([C@H](CC)NC(=O)[C@H]1N(C[C@@H](C1)S(=O)(=O)C1=C(C=CC=C1)Cl)C(=O)C1(CC1)C1=NC=C(C=C1F)Cl)=O)=O ((2S,4R)—N—((S)-1-(butylamino)-1,2-dioxopentan-3-yl)-1-(1-(5-chloro-3-fluoropyridin-2-yl)cyclopropanecarbonyl)-4-(2-chlorophenylsulfonyl)pyrrolidine-2-carboxamide). RXN SMILES: [Cl:1][C:2]1[CH:7]=[CH:6][CH:5]=[CH:4][C:3]=1[S:8]([C@H:11]1[CH2:15][N:14]([C:16]([C:18]2([C:21]3[C:26]([F:27])=[CH:25][C:24]([Cl:28])=[CH:23][N:22]=3)[CH2:20][CH2:19]2)=[O:17])[C@H:13]([C:29]([OH:31])=O)[CH2:12]1)(=[O:10])=[O:9].[CH2:32]([NH:36][C:37](=[O:44])[C:38](=[O:43])[C@@H:39]([NH2:42])[CH2:40][CH3:41])[CH2:33][CH2:34][CH3:35]>>[CH2:32]([NH:36][C:37](=[O:44])[C:38](=[O:43])[C@@H:39]([NH:42][C:29]([C@@H:13]1[CH2:12][C@@H:11]([S:8]([C:3]2[CH:4]=[CH:5][CH:6]=[CH:7][C:2]=2[Cl:1])(=[O:9])=[O:10])[CH2:15][N:14]1[C:16]([C:18]1([C:21]2[C:26]([F:27])=[CH:25][C:24]([Cl:28])=[CH:23][N:22]=2)[CH2:19][CH2:20]1)=[O:17])=[O:31])[CH2:40][CH3:41])[CH2:33][CH2:34][CH3:35]. Procedure details: The title compound was prepared in analogy to Example 1, using (2S,4R)-4-(2-Chloro-benzenesulfonyl)-1-[1-(5-chloro-3-fluoro-pyridin-2-yl)-cyclopropanecarbonyl]-pyrrolidine-2-carboxylic acid and (S)-3-Amino-2-oxo-pentanoic acid butylamide in step 1. MS (m/e)=655.15 [M+H+].